Task: describe an organic reaction: reactants, conditions, products, and yield. Dataset: the Open Reaction Database (ORD), a public repository of structured organic reaction records Reactants: Example 10 ( a ), [Cl-].[Al+3].[Cl-].[Cl-] (aluminum chloride), ClC1=C(C=C(C(=O)Cl)C=C1)S(N)(=O)=O (4-chloro-3-sulfamoylbenzoyl chloride), CC1=CNC2=CC=CC=C12 (3-methylindole). Run in C(C)(C)O (isopropanol). The product is ClC1=C(C=C(C(=O)C=2NC3=CC=CC=C3C2C)C=C1)S(N)(=O)=O (2-(4-Chloro-3-sulfamoylbenzoyl)-3-methylindole). Reaction SMILES: [Cl:1][C:2]1[CH:10]=[CH:9][C:5]([C:6](Cl)=[O:7])=[CH:4][C:3]=1[S:11](=[O:14])(=[O:13])[NH2:12].[CH3:15][C:16]1[C:24]2[C:19](=[CH:20][CH:21]=[CH:22][CH:23]=2)[NH:18][CH:17]=1.[Cl-].[Al+3].[Cl-].[Cl-]>C(O)(C)C>[Cl:1][C:2]1[CH:10]=[CH:9][C:5]([C:6]([C:17]2[NH:18][C:19]3[C:24]([C:16]=2[CH3:15])=[CH:23][CH:22]=[CH:21][CH:20]=3)=[O:7])=[CH:4][C:3]=1[S:11](=[O:14])(=[O:13])[NH2:12] |f:2.3.4.5|. Procedure details: is obtained as described in Example 10 (a) from 10.0 g 4-chloro-3-sulfamoylbenzoyl chloride and 5.1 g 3-methylindole in the presence of 10.4 g aluminum chloride. Colorless crystals from isopropanol, m.p. 205° C. Starting materials: FC(C(=O)O)(F)F.C(C)(=O)SC1/C(/CNCC1)=C/C=1N=NN(C1)CC(=O)OC ((E)-4-(acetylsulfanyl)-3-{[1-(methoxycarbonylmethyl)-1H-1,2,3-triazol-4-yl]methylidene}piperidine hydrogen trifluoroacetate), BrC(C(=O)C1CC1)C1=C(C=CC=C1)F (2-bromo-2-(2-fluorophenyl)-1-cyclopropylethanone), Cl (hydrogen chloride). Run in C(C)N(CC)CC (triethylamine). Yields the product Cl.C(C)(=O)SC1/C(/CN(CC1)C(C(=O)C1CC1)C1=C(C=CC=C1)F)=C/C=1N=NN(C1)CC(=O)OC ((E)-4-(Acetylsulfanyl)-1-[2-cyclopropyl-1-(2-fluorophenyl)-2-oxoethyl]-3-{[1-(methoxycarbonylmethyl)-1H-1,2,3-triazol-4-yl]methylidene}piperidine hydrochloride). Yield: 56.0%. As a reaction SMILES: FC(F)(F)C(O)=O.[C:8]([S:11][CH:12]1[CH2:17][CH2:16][NH:15][CH2:14]/[C:13]/1=[CH:18]\[C:19]1[N:20]=[N:21][N:22]([CH2:24][C:25]([O:27][CH3:28])=[O:26])[CH:23]=1)(=[O:10])[CH3:9].Br[CH:30]([C:36]1[CH:41]=[CH:40][CH:39]=[CH:38][C:37]=1[F:42])[C:31]([CH:33]1[CH2:35][CH2:34]1)=[O:32].[ClH:43]>C(N(CC)CC)C>[ClH:43].[C:8]([S:11][CH:12]1[CH2:17][CH2:16][N:15]([CH:30]([C:36]2[CH:41]=[CH:40][CH:39]=[CH:38][C:37]=2[F:42])[C:31]([CH:33]2[CH2:34][CH2:35]2)=[O:32])[CH2:14]/[C:13]/1=[CH:18]\[C:19]1[N:20]=[N:21][N:22]([CH2:24][C:25]([O:27][CH3:28])=[O:26])[CH:23]=1)(=[O:10])[CH3:9] |f:0.1,5.6|. Procedure details: Following a procedure similar to that described in Example 150-(g), (E)-4-(acetylsulfanyl)-3-{[1-(methoxycarbonylmethyl)-1H-1,2,3-triazol-4-yl]methylidene}piperidine hydrogen trifluoroacetate (550 mg) was subjected to the reaction with 2-bromo-2-(2-fluorophenyl)-1-cyclopropylethanone and triethylamine, and the free base that was obtained by chromatographic purification on silica gel was treated with hydrogen chloride to yield the title compound (380 mg, yield: 56%) as a pale yellow amorphous sol... The reactants are CC(C)(C)OC(=O)N1CCNCC1, CCOC(C)=O, O=C(Cl)c1ccc(I)cc1, [Na+], C1CCOC1, [OH-], O. The product is CC(C)(C)OC(=O)N1CCN(C(=O)c2ccc(I)cc2)CC1. Reaction SMILES: [C:11]([CH3:12])([CH3:13])([CH3:14])[O:15][C:16](=[O:17])[N:18]1[CH2:19][CH2:20][NH:21][CH2:22][CH2:23]1.[CH3:32][CH2:33][O:34][C:35](=[O:36])[CH3:37].[I:1][c:2]1[cH:3][cH:4][c:5]([C:6](=[O:7])[Cl:8])[cH:9][cH:10]1.[Na+:25].[O:27]1[CH2:28][CH2:29][CH2:30][CH2:31]1.[OH-:24].[OH2:26]>>[I:1][c:2]1[cH:3][cH:4][c:5]([C:6](=[O:7])[N:21]2[CH2:20][CH2:19][N:18]([C:16]([O:15][C:11]([CH3:12])([CH3:13])[CH3:14])=[O:17])[CH2:23][CH2:22]2)[cH:9][cH:10]1. Starting materials: C(=O)(OC(C)(C)C)NC1CNCC1 (3-(boc-amino)pyrrolidine), C([O-])(O)=O.[Na+] (sodium bicarbonate), C(OCC1=CC(=CC(=C1)Cl)Cl)(=O)Cl (3,5-dichlorobenzyl carbonochloridate). The solvent is C(Cl)Cl (DCM). Run at time 1 hour. Product: C(C)(C)(C)OC(=O)NC1CN(CC1)C(=O)OCC1=CC(=CC(=C1)Cl)Cl (3,5-Dichlorobenzyl 3-((tert-butoxycarbonyl)amino)pyrrolidine-1-carboxylate). As a reaction SMILES: [C:1]([NH:8][CH:9]1[CH2:13][CH2:12][NH:11][CH2:10]1)([O:3][C:4]([CH3:7])([CH3:6])[CH3:5])=[O:2].C(=O)(O)[O-].[Na+].[C:19](Cl)(=[O:30])[O:20][CH2:21][C:22]1[CH:27]=[C:26]([Cl:28])[CH:25]=[C:24]([Cl:29])[CH:23]=1>C(Cl)Cl>[C:4]([O:3][C:1]([NH:8][CH:9]1[CH2:13][CH2:12][N:11]([C:19]([O:20][CH2:21][C:22]2[CH:23]=[C:24]([Cl:29])[CH:25]=[C:26]([Cl:28])[CH:27]=2)=[O:30])[CH2:10]1)=[O:2])([CH3:7])([CH3:6])[CH3:5] |f:1.2|. Reported procedure: A mixture comprising of 3-(boc-amino)pyrrolidine (1 g, 5.37 mmol) and saturated sodium bicarbonate (9 mL, 5.37 mmol) in DCM (17.90 mL) was stirred at room temperature for 5 minutes. The resulting mixture was treated with 3,5-dichlorobenzyl carbonochloridate (1.286 g, 5.37 mmol) and stirred at room temperature for one hour. The reaction mixture was concentrated under reduced pressure, diluted with water and extracted with DCM. The organic portion was separated and dried over MgSO4, filtered and c... The reactants are CCC(C)COc1nc(N)c2nc(Br)n(C3CCCCO3)c2n1, C[O-], CO, [Na+]. Product: CCC(C)COc1nc(N)c2nc(OC)n(C3CCCCO3)c2n1. As a reaction SMILES: [Br:1][c:2]1[n:3]([CH:18]2[O:19][CH2:20][CH2:21][CH2:22][CH2:23]2)[c:4]2[n:5][c:6]([O:12][CH2:13][CH:14]([CH2:15][CH3:16])[CH3:17])[n:7][c:8]([NH2:11])[c:9]2[n:10]1.[CH3:24][O-:25].[CH3:27][OH:28].[Na+:26]>>[c:2]1([O:25][CH3:24])[n:3]([CH:18]2[O:19][CH2:20][CH2:21][CH2:22][CH2:23]2)[c:4]2[n:5][c:6]([O:12][CH2:13][CH:14]([CH2:15][CH3:16])[CH3:17])[n:7][c:8]([NH2:11])[c:9]2[n:10]1.